This data is from the Open Reaction Database (ORD), a public repository of structured organic reaction records. The task is: describe an organic reaction: reactants, conditions, products, and yield Starting materials: [N+](=O)([O-])[O-].[K+] (potassium nitrate), CC1CC(C2=CC=CC=C12)=O (3-methyl-2,3-dihydro-1H-inden-1-one), ice water, C(C)(=O)OCC (ethyl acetate). The solvent is S(O)(O)(=O)=O (sulfuric acid), S(O)(O)(=O)=O (sulfuric acid). Conditions: temperature 0 celsius. The product is CC1CC(C2=CC(=CC=C12)[N+](=O)[O-])=O (3-methyl-6-nitro-2,3-dihydro-1-H-inden-1-one). Yield: 69.7%. RXN SMILES: [N+:1]([O-:4])([O-])=[O:2].[K+].[CH3:6][CH:7]1[C:15]2[C:10](=[CH:11][CH:12]=[CH:13][CH:14]=2)[C:9](=[O:16])[CH2:8]1.C(OCC)(=O)C>S(=O)(=O)(O)O>[CH3:6][CH:7]1[C:15]2[C:10](=[CH:11][C:12]([N+:1]([O-:4])=[O:2])=[CH:13][CH:14]=2)[C:9](=[O:16])[CH2:8]1 |f:0.1|. Reported procedure: As presented in the following reaction formula, a solution of potassium nitrate (KNO2; 6.2 g, 0.06 mol) in sulfuric acid (30 mL) was added dropwise at 0° C. to a mixture of 3-methyl-2,3-dihydro-1H-inden-1-one (9.0 g, 0.06 mol) in sulfuric acid ic (H2SO4; 40 mL). Then, the mixture was stirred at 0° C. until the completion of reaction. The mixture obtained after the reaction was added to ice water and filtered. The cake was washed with water and purified by silica gel (100 g) column chromatography... The reactants are CCCCC(NC(=O)OC(C)(C)C)C(=O)O, ClCCCl, CCOC(CNCc1ccccc1)OCC, Cl, CN(C)C=O, On1nnc2ccccc21. Product: CCCCC(NC(=O)OC(C)(C)C)C(=O)NCc1ccccc1. Reaction SMILES: [C:1]([CH3:2])([CH3:3])([CH3:4])[O:5][C:6](=[O:7])[NH:8][CH:9]([C:10](=[O:11])[OH:12])[CH2:13][CH2:14][CH2:15][CH3:16].[CH2:17]([Cl:18])[CH2:19][Cl:20].[CH2:22]([O:23][CH:24]([O:25][CH2:26][CH3:35])[CH2:36][NH:27][CH2:28][c:29]1[cH:30][cH:31][cH:32][cH:33][cH:34]1)[CH3:37].[ClH:21].[O:48]=[CH:49][N:50]([CH3:51])[CH3:52].[OH:38][n:39]1[c:40]2[c:41]([cH:42][cH:43][cH:44][cH:45]2)[n:46][n:47]1>>[C:1]([CH3:2])([CH3:3])([CH3:4])[O:5][C:6](=[O:7])[NH:8][CH:9]([C:10](=[O:12])[NH:27][CH2:28][c:29]1[cH:30][cH:31][cH:32][cH:33][cH:34]1)[CH2:13][CH2:14][CH2:15][CH3:16]. Yield: 79.0%. Product: C(C)(C)(C1=C(C=CC(=C1)F)O)C1=C(C=CC(=C1)F)O (2,2'-isopropylidene bis(4-fluorophenol)). RXN SMILES: B(Br)(Br)Br.[F:5][C:6]1[CH:7]=[CH:8][C:9]([OH:24])=[C:10]([C:12]([C:15]2[CH:20]=[C:19]([F:21])[CH:18]=[CH:17][C:16]=2[O:22]C)([CH3:14])[CH3:13])[CH:11]=1.O>ClCCl>[C:12]([C:15]1[CH:20]=[C:19]([F:21])[CH:18]=[CH:17][C:16]=1[OH:22])([C:10]1[CH:11]=[C:6]([F:5])[CH:7]=[CH:8][C:9]=1[OH:24])([CH3:14])[CH3:13]. Conditions: time 1 hour. Run in ClCCl (dichloromethane), ClCCl (dichloromethane). Reactants: O (water), B(Br)(Br)Br (Boron tribromide), FC=1C=CC(=C(C1)C(C)(C)C1=C(C=CC(=C1)F)OC)O (2-(5-fluoro-2-hydroxyphenyl)-2-(5-fluoro-2-methoxyphenyl)propane). Procedure details: Boron tribromide (1 ml) in dichloromethane (10 ml) was added dropwise to a solution of 2-(5-fluoro-2-hydroxyphenyl)-2-(5-fluoro-2-methoxyphenyl)propane (0.5 g) in dichloromethane (10 ml) at -70° C. The solution was stirred at this temperature for one hour and water was then added. The organic layer was separated, dried (Na2SO4) and the solvent removed to give a colourless product which crystallised from hexane to give colourless prisms of 2,2'-isopropylidene bis(4-fluorophenol) (0.375 g); m.p. 1... Starting materials: COCCN1CCNCC1, COc1cc(F)c(C)cc1[N+](=O)[O-], CS(C)=O, [K+], [K+], O=C([O-])[O-], O. Yields the product COCCN1CCN(c2cc(OC)c([N+](=O)[O-])cc2C)CC1. RXN SMILES: [CH3:14][O:15][CH2:16][CH2:17][N:18]1[CH2:19][CH2:20][NH:21][CH2:22][CH2:23]1.[CH3:1][O:2][c:3]1[c:4]([N+:11](=[O:12])[O-:13])[cH:5][c:6]([CH3:10])[c:7]([F:9])[cH:8]1.[CH3:31][S:32]([CH3:33])=[O:34].[K+:24].[K+:25].[O-:26][C:27]([O-:28])=[O:29].[OH2:30]>>[CH3:1][O:2][c:3]1[c:4]([N+:11](=[O:12])[O-:13])[cH:5][c:6]([CH3:10])[c:7]([N:21]2[CH2:20][CH2:19][N:18]([CH2:17][CH2:16][O:15][CH3:14])[CH2:23][CH2:22]2)[cH:8]1.